Dataset: the Open Reaction Database (ORD), a public repository of structured organic reaction records. Task: describe an organic reaction: reactants, conditions, products, and yield Starting materials: COC([C@@H](NC(C1=C(C=CC=C1Cl)Cl)=O)CC1=CC=C(C=C1)N)=O (N-(2,6-dichlorobenzoyl)-4-amino-L-phenylalanine methylester), C(CCl)Cl.Cl (EDC HCl), C=1C=CC2=C(C1)N=NN2O (HOBT), NC1=C(C(=O)O)C=C(C=C1)I (2-amino-5-iodobenzoic acid). The solvent is ClCCl (dichloromethane), C(C)N(CC)CC (triethylamine). Conditions: time 8 hour. Yields the product COC([C@@H](NC(C1=C(C=CC=C1Cl)Cl)=O)CC1=CC=C(C=C1)NC(C1=C(C=CC(=C1)I)N)=O)=O (N-(2,6-dichlorobenzoyl)-4-[(2-amino-5-iodobenzoyl) amino]-L-phenylalanine methylester). As a reaction SMILES: [CH3:1][O:2][C:3](=[O:24])[C@H:4]([CH2:16][C:17]1[CH:22]=[CH:21][C:20]([NH2:23])=[CH:19][CH:18]=1)[NH:5][C:6](=[O:15])[C:7]1[C:12]([Cl:13])=[CH:11][CH:10]=[CH:9][C:8]=1[Cl:14].C(Cl)CCl.Cl.C1C=CC2N(O)N=NC=2C=1.[NH2:40][C:41]1[CH:49]=[CH:48][C:47]([I:50])=[CH:46][C:42]=1[C:43](O)=[O:44]>ClCCl.C(N(CC)CC)C>[CH3:1][O:2][C:3](=[O:24])[C@H:4]([CH2:16][C:17]1[CH:18]=[CH:19][C:20]([NH:23][C:43](=[O:44])[C:42]2[CH:46]=[C:47]([I:50])[CH:48]=[CH:49][C:41]=2[NH2:40])=[CH:21][CH:22]=1)[NH:5][C:6](=[O:15])[C:7]1[C:8]([Cl:14])=[CH:9][CH:10]=[CH:11][C:12]=1[Cl:13] |f:1.2|. Procedure details: The mixture of N-(2,6-dichlorobenzoyl)-4-amino-L-phenylalanine methylester(2.22 g), EDC/HCl (960 mg), HOBT (675 mg), triethylamine (834 μL), 2-amino-5-iodobenzoic acid (1.3 g) and dichloromethane (100 mL) was stirred overnight. The mixture was extracted with ethyl acetate and treated in accordance with the ordinary method to obtain a crude material of the intended compound.